Dataset: the Open Reaction Database (ORD), a public repository of structured organic reaction records. Task: describe an organic reaction: reactants, conditions, products, and yield Starting materials: BrC1=C(C=CC=C1)CC=O (2-(2-bromophenyl)acetaldehyde), C(OC)(OC)OC (trimethyl orthoformate), O.C1(=CC=C(C=C1)S(=O)(=O)O)C (p-toluenesulfonic acid monohydrate), [OH-].[Na+].[Cl-].[Na+].O (sodium hydroxide brine). The solvent is CO (methanol), C(C)OCC (diethyl ether). The product is COC(CC1=C(C=CC=C1)Br)OC (2-(2-bromophenyl)acetaldehyde dimethylacetal). Reaction SMILES: [Br:1][C:2]1[CH:7]=[CH:6][CH:5]=[CH:4][C:3]=1[CH2:8]C=O.[CH:11](OC)([O:14][CH3:15])[O:12][CH3:13].O.C1(C)C=CC(S(O)(=O)=O)=CC=1.[OH-].[Na+].[Cl-].[Na+].O>CO.C(OCC)C>[CH3:13][O:12][CH:11]([O:14][CH3:15])[CH2:8][C:3]1[CH:4]=[CH:5][CH:6]=[CH:7][C:2]=1[Br:1] |f:2.3,4.5.6.7.8|. Reported procedure: To a solution of 10.0 grams (0.05 mole) of 2-(2-bromophenyl)acetaldehyde (from the above preparation and another similar preparation) in 50 milliliters of dry methanol, was added 50 milliliters of trimethyl orthoformate and 0.25 gram of p-toluenesulfonic acid monohydrate and the resulting mixture was heated at reflux temperature for 3.5 hours. At the end of this period, the reaction mixture was cooled and 100 milliliters of diethyl ether and 50 milliliters of a 1:1 solution of 50 percent aqueous... Reactants: CC(C(=O)O)c1cc(C(F)(F)F)cc(C(F)(F)F)c1, CCCC(C)C, CCO, Cl, NC1(c2ccccc2)CCC(=O)CC1. Yields the product CC(C(=O)NC1(c2ccccc2)CCC(=O)CC1)c1cc(C(F)(F)F)cc(C(F)(F)F)c1. Reaction SMILES: [CH3:1][CH:2]([C:3](=[O:4])[OH:5])[c:6]1[cH:7][c:8]([C:16]([F:17])([F:18])[F:19])[cH:9][c:10]([C:12]([F:13])([F:14])[F:15])[cH:11]1.[CH3:35][CH2:36][CH2:37][CH:38]([CH3:39])[CH3:40].[CH3:41][CH2:42][OH:43].[ClH:20].[O:21]=[C:22]1[CH2:23][CH2:24][C:25]([c:28]2[cH:29][cH:30][cH:31][cH:32][cH:33]2)([NH2:34])[CH2:26][CH2:27]1>>[CH3:1][CH:2]([C:3](=[O:4])[NH:34][C:25]1([c:28]2[cH:29][cH:30][cH:31][cH:32][cH:33]2)[CH2:24][CH2:23][C:22](=[O:21])[CH2:27][CH2:26]1)[c:6]1[cH:7][c:8]([C:16]([F:17])([F:18])[F:19])[cH:9][c:10]([C:12]([F:13])([F:14])[F:15])[cH:11]1. Reactants: ClC1=CC=C(C(=O)CN2CCC(CC2)N2C(NC3=CC=CC=C3C2)=O)C=C1 (1-(4-chlorobenzoylmethyl)-4-[3,4-dihydro-2(1H)-quinazolinon-3-yl]-piperidine), [BH4-].[Na+] (sodium borohydride), resultant mixture. Run in CO (methanol). The product is ClC1=CC=C(C=C1)C(CN1CCC(CC1)N1C(NC2=CC=CC=C2C1)=O)O (1-[2-(4-Chlorophenyl)-2-hydroxyethyl]-4-[3,4-dihydro-2(1H)-quinazolinon-3-yl]-piperidine). Isolated yield 58.6%. RXN SMILES: [Cl:1][C:2]1[CH:27]=[CH:26][C:5]([C:6]([CH2:8][N:9]2[CH2:14][CH2:13][CH:12]([N:15]3[CH2:24][C:23]4[C:18](=[CH:19][CH:20]=[CH:21][CH:22]=4)[NH:17][C:16]3=[O:25])[CH2:11][CH2:10]2)=[O:7])=[CH:4][CH:3]=1.[BH4-].[Na+]>CO>[Cl:1][C:2]1[CH:27]=[CH:26][C:5]([CH:6]([OH:7])[CH2:8][N:9]2[CH2:10][CH2:11][CH:12]([N:15]3[CH2:24][C:23]4[C:18](=[CH:19][CH:20]=[CH:21][CH:22]=4)[NH:17][C:16]3=[O:25])[CH2:13][CH2:14]2)=[CH:4][CH:3]=1 |f:1.2|. Procedure: In this example, 2.70 g of 1-(4-chlorobenzoylmethyl)-4-[3,4-dihydro-2(1H)-quinazolinon-3-yl]-piperidine and 150 ml of methanol are mixed and stirred at room temperature. To the stirred mixture, 2.0 g of sodium borohydride is added over a period of 5 hours. Then, the resultant mixture is stirred overnight at room temperature. The white crystals deposited are separated by filtration, successively washed with methanol and water and dried to obtain 2.07 g of a crude product. The crude product is rec...